Dataset: the Open Reaction Database (ORD), a public repository of structured organic reaction records. Task: describe an organic reaction: reactants, conditions, products, and yield Reactants: CN(CCCN=C=NCC)C (1-(3-Dimethylaminopropyl)-3-ethylcarbodiimide), Cl.Cl.Cl.CC=1C=C(C[C@@H]2CN(CCN2)CC#CCN2C(COCC2)(C)C)C=CC1C ((3R)-3-(3,4-dimethylbenzyl)-1-[4-(3,3-dimethylmorpholino)-2-butynyl]-piperazine trihydrochloride), FC(C=1C=C(C(=O)O)C=C(C1)C(F)(F)F)(F)F (3,5-bis(trifluoromethyl)benzoic acid), ON1N=NC2=C1C=CC=C2 (1-hydroxybenzotriazole). The solvent is ClCCl (dichloromethane), C(C)N(CC)CC (triethylamine). Conditions: time 2 hour. The product is Cl.Cl.FC(C=1C=C(C(=O)N2[C@@H](CN(CC2)CC#CCN2C(COCC2)(C)C)CC2=CC(=C(C=C2)C)C)C=C(C1)C(F)(F)F)(F)F ((2R)-1-[3,5-bis(trifluoromethyl)benzoyl]-2-(3,4-dimethylbenzyl)-4-[4-(3,3-dimethylmorpholino)-2-butynyl]-piperazine dihydrochloride). The yield is 153486.9%. Reaction SMILES: CN(C)CCCN=C=NCC.[ClH:12].Cl.Cl.[CH3:15][C:16]1[CH:17]=[C:18]([CH:38]=[CH:39][C:40]=1[CH3:41])[CH2:19][C@H:20]1[NH:25][CH2:24][CH2:23][N:22]([CH2:26][C:27]#[C:28][CH2:29][N:30]2[CH2:35][CH2:34][O:33][CH2:32][C:31]2([CH3:37])[CH3:36])[CH2:21]1.[F:42][C:43]([F:58])([F:57])[C:44]1[CH:45]=[C:46]([CH:50]=[C:51]([C:53]([F:56])([F:55])[F:54])[CH:52]=1)[C:47](O)=[O:48].ON1C2C=CC=CC=2N=N1>ClCCl.C(N(CC)CC)C>[ClH:12].[ClH:12].[F:42][C:43]([F:57])([F:58])[C:44]1[CH:45]=[C:46]([CH:50]=[C:51]([C:53]([F:56])([F:54])[F:55])[CH:52]=1)[C:47]([N:25]1[CH2:24][CH2:23][N:22]([CH2:26][C:27]#[C:28][CH2:29][N:30]2[CH2:35][CH2:34][O:33][CH2:32][C:31]2([CH3:37])[CH3:36])[CH2:21][C@H:20]1[CH2:19][C:18]1[CH:38]=[CH:39][C:40]([CH3:41])=[C:16]([CH3:15])[CH:17]=1)=[O:48] |f:1.2.3.4,9.10.11|. Procedure details: 1-(3-Dimethylaminopropyl)-3-ethylcarbodiimide (0.22 ml) was added over 5 minutes to a mixture of (3R)-3-(3,4-dimethylbenzyl)-1-[4-(3,3-dimethylmorpholino)-2-butynyl]-piperazine trihydrochloride (0.48 g) and 3,5-bis(trifluoromethyl)benzoic acid (0.27 g), 1-hydroxybenzotriazole (0.15 g) and triethylamine (0.35 ml) in dichloromethane (10 ml). After 2 hours of stirring at room temperature, the reaction mixture was directly purified by column chromatography on silica gel using a mixed solvent of dich... The reactants are C(C)N(CC)S(F)(F)F (diethylaminosulfur trifluoride), FC=1C=C(C=C2C=CNC(C12)=O)C(CO)(C)C (8-fluoro-6-(1-hydroxy-2-methylpropan-2-yl)isoquinolin-1(2H)-one), O (water). Solvent: C(Cl)Cl (DCM), C(Cl)Cl (DCM). Conditions: temperature -78 celsius, time 10 minute. Product: FC=1C=C(C=C2C=CNC(C12)=O)C(CF)(C)C (8-fluoro-6-(1-fluoro-2-methylpropan-2-yl)isoquinolin-1(2H)-one). Yield: 80.0%. Reaction SMILES: [F:1][C:2]1[CH:3]=[C:4]([C:13]([CH3:17])([CH3:16])[CH2:14]O)[CH:5]=[C:6]2[C:11]=1[C:10](=[O:12])[NH:9][CH:8]=[CH:7]2.C(N(S(F)(F)[F:24])CC)C.O>C(Cl)Cl>[F:1][C:2]1[CH:3]=[C:4]([C:13]([CH3:17])([CH3:16])[CH2:14][F:24])[CH:5]=[C:6]2[C:11]=1[C:10](=[O:12])[NH:9][CH:8]=[CH:7]2. Procedure: 8-fluoro-6-(1-hydroxy-2-methylpropan-2-yl)isoquinolin-1(2H)-one (114 mg, 485 μmol) was dissolved in DCM (dry) and cooled to −78° C. under argon. To this solution was added the diethylaminosulfur trifluoride (90 μl, 678 μmol) and the reaction was stirred for about 10 min before removal of the cooling bath. The reaction was warmed to ambient and stirred at this temperature for 2 hrs. To the reaction mixture was added 25 ml water and 20 ml DCM. The mixture was shaken and the organics collected. The... The reactants are CCO, CC(=O)[O-], Cc1ccc2c(c1)C(=O)CC2, Cl, NO, [Na+], O. Yields the product Cc1ccc2c(c1)C(=NO)CC2. Reaction SMILES: [CH2:21]([OH:22])[CH3:23].[CH3:16][C:17](=[O:18])[O-:19].[CH3:1][c:2]1[cH:3][cH:4][c:5]2[c:9]([cH:10]1)[C:8](=[O:11])[CH2:7][CH2:6]2.[ClH:12].[NH2:13][OH:14].[Na+:15].[OH2:20]>>[CH3:1][c:2]1[cH:3][cH:4][c:5]2[c:9]([cH:10]1)[C:8](=[N:13][OH:14])[CH2:7][CH2:6]2. Starting materials: O=C1C(=CNC2=CC=CC=C12)C(=O)NC=1C=C(C=2C=CNC2C1)C(=O)OCC (Ethyl 6-(4-oxo-1,4-dihydroquinoline-3-carboxamido)-1H-indole-4-carboxylate), [OH-].[Na+] (NaOH), Cl (HCl). Solvent: O (water). Run at temperature 50 celsius. The product is O=C1C(=CNC2=CC=CC=C12)C(=O)NC=1C=C(C=2C=CNC2C1)C(=O)O (6-(4-oxo-1,4-dihydroquinoline-3-carboxamido)-1H-indole-4-carboxylic acid). RXN SMILES: [O:1]=[C:2]1[C:11]2[C:6](=[CH:7][CH:8]=[CH:9][CH:10]=2)[NH:5][CH:4]=[C:3]1[C:12]([NH:14][C:15]1[CH:16]=[C:17]([C:24]([O:26]CC)=[O:25])[C:18]2[CH:19]=[CH:20][NH:21][C:22]=2[CH:23]=1)=[O:13].[OH-].[Na+].Cl>O>[O:1]=[C:2]1[C:11]2[C:6](=[CH:7][CH:8]=[CH:9][CH:10]=2)[NH:5][CH:4]=[C:3]1[C:12]([NH:14][C:15]1[CH:16]=[C:17]([C:24]([OH:26])=[O:25])[C:18]2[CH:19]=[CH:20][NH:21][C:22]=2[CH:23]=1)=[O:13] |f:1.2|. Procedure details: Ethyl 6-(4-oxo-1,4-dihydroquinoline-3-carboxamido)-1H-indole-4-carboxylate (6 mg, 0.02 mmol) was suspended in 1 M NaOH (400 μL, 0.40 mmol) and heated to 50° C. for 30 min. The clear brown solution was diluted with water (1 mL) and acidified with 1N HCl (450 uL). The solution was washed with water (3×1 mL), and purified via reverse phase HPLC (75% acetonitrile/water) to give 6-(4-oxo-1,4-dihydroquinoline-3-carboxamido)-1H-indole-4-carboxylic acid. LC/MS: m/z 347.8 (M+H)+ at 1.07 min (10%-99% CH3C... Reactants: CCOC(=O)c1cnc(-c2ccccc2C#N)cc1NCCc1cccc(F)c1, Cc1ccccc1, NCc1cccnc1. Yields the product N#Cc1ccccc1-c1cc(NCCc2cccc(F)c2)c(C(=O)NCc2cccnc2)cn1. Reaction SMILES: [C:1](#[N:2])[c:3]1[c:4](-[c:9]2[n:10][cH:11][c:12]([C:13](=[O:14])[O:15][CH2:16][CH3:17])[c:18]([NH:20][CH2:21][CH2:22][c:23]3[cH:24][c:25]([F:29])[cH:26][cH:27][cH:28]3)[cH:19]2)[cH:5][cH:6][cH:7][cH:8]1.[CH3:38][c:39]1[cH:40][cH:41][cH:42][cH:43][cH:44]1.[NH2:30][CH2:31][c:32]1[cH:33][n:34][cH:35][cH:36][cH:37]1>>[C:1](#[N:2])[c:3]1[c:4](-[c:9]2[n:10][cH:11][c:12]([C:13](=[O:14])[NH:30][CH2:31][c:32]3[cH:33][n:34][cH:35][cH:36][cH:37]3)[c:18]([NH:20][CH2:21][CH2:22][c:23]3[cH:24][c:25]([F:29])[cH:26][cH:27][cH:28]3)[cH:19]2)[cH:5][cH:6][cH:7][cH:8]1.